From a dataset of the Open Reaction Database (ORD), a public repository of structured organic reaction records. describe an organic reaction: reactants, conditions, products, and yield Reactants: Cl (HCl), C1(CCCC1)OC=1C=C(C=CC1OC)C(CCO)N1C(C=2C(C1=O)=CC=CC2)=O (3-(3'-cyclopentyloxy-4'-methoxyphenyl)-3-phthalimido-1-propanol), CI (methyl iodide), [H-].[Na+] (NaH). The reagents and catalysts are [NH4+].[Cl-] (NH4Cl). Solvent: C1CCOC1 (THF). Run at time 1 hour. Product: C1(CCCC1)OC=1C=C(C=CC1OC)C(CCOC)N1C(C=2C(C1=O)=CC=CC2)=O (3-(3'-cyclopentyloxy-4'-methoxyphenyl)-1-methoxy-3-phthalimidopropane). Yield: 63.0%. RXN SMILES: [CH:1]1([O:6][C:7]2[CH:8]=[C:9]([CH:15]([N:19]3[C:23](=[O:24])[C:22]4=[CH:25][CH:26]=[CH:27][CH:28]=[C:21]4[C:20]3=[O:29])[CH2:16][CH2:17][OH:18])[CH:10]=[CH:11][C:12]=2[O:13][CH3:14])[CH2:5][CH2:4][CH2:3][CH2:2]1.[CH3:30]I.[H-].[Na+].Cl>C1COCC1.[NH4+].[Cl-]>[CH:1]1([O:6][C:7]2[CH:8]=[C:9]([CH:15]([N:19]3[C:20](=[O:29])[C:21]4=[CH:28][CH:27]=[CH:26][CH:25]=[C:22]4[C:23]3=[O:24])[CH2:16][CH2:17][O:18][CH3:30])[CH:10]=[CH:11][C:12]=2[O:13][CH3:14])[CH2:2][CH2:3][CH2:4][CH2:5]1 |f:2.3,6.7|. Procedure details: To a solution of 3-(3'-cyclopentyloxy-4'-methoxyphenyl)-3-phthalimido-1-propanol (786 mg, 1.99 mmol) and methyl iodide (0.25 mL, 4.0 mmol) in THF (1 0 mL) at room temperature, was added NaH (160 mg, 60%, 4.0 mmol). The mixture was stirred at room temperature for 1 h, and then was refluxed for 35 minutes. The mixture was allowed to cool to room temperature. To the resulting mixture was added a few drops of NH4Cl, then HCl (1N, 25 mL). The organic layer was separated. The aqueous layer was extract... Starting materials: C(CC(=O)Cl)(=O)Cl (malonic acid dichloride), ClC1=C(C(=CC(=C1)Cl)Cl)NC(=O)N (2,4,6-trichlorophenylurea). The solvent is O1CCOCC1 (1,4-dioxane). Conditions: temperature 0 celsius. The product is ClC1=C(C(=CC(=C1)Cl)Cl)N1C(NC(=CC1=O)O)=O (3-(2,4,6-trichlorophenyl)-6-hydroxy-2,4(1H,3H)-pyrimidinedione). The yield is 76.3%. Reaction SMILES: [C:1](Cl)(=[O:6])[CH2:2][C:3](Cl)=[O:4].[Cl:8][C:9]1[CH:14]=[C:13]([Cl:15])[CH:12]=[C:11]([Cl:16])[C:10]=1[NH:17][C:18]([NH2:20])=[O:19]>O1CCOCC1>[Cl:8][C:9]1[CH:14]=[C:13]([Cl:15])[CH:12]=[C:11]([Cl:16])[C:10]=1[N:17]1[C:3](=[O:4])[CH:2]=[C:1]([OH:6])[NH:20][C:18]1=[O:19]. Procedure details: 1.7 g of malonic acid dichloride was added dropwise to a 50 ml 1,4-dioxane solution of 2.4 g of 2,4,6-trichlorophenylurea with stirring at 0° C. The solution was stirred at room temperature for 3 hours and then the solvent was distilled away under reduced pressure to obtain a crude product. This crude product was purified by silica gel column chromatography (developing solvent: chloroform) to obtain 2.35 g of 3-(2,4,6-trichlorophenyl)-6-hydroxy-2,4(1H,3H)-pyrimidinedione. Reactants: CCOC(=O)C(C)(C)Cc1c(C(=O)CC(C)(C)C)c2nc(OC)ccc2n1Cc1ccc(Cl)cc1, CC#N, CCOC(C)=O, [Li+], [OH-], O, O=C(O)CC(O)(CC(=O)O)C(=O)O. Yields the product COc1ccc2c(n1)c(C(=O)CC(C)(C)C)c(CC(C)(C)C(=O)O)n2Cc1ccc(Cl)cc1. RXN SMILES: [CH2:1]([CH3:2])[O:3][C:4]([C:5]([CH2:6][c:7]1[c:8]([C:26]([CH2:27][C:28]([CH3:29])([CH3:30])[CH3:31])=[O:32])[c:9]2[n:10][c:11]([O:24][CH3:25])[cH:12][cH:13][c:14]2[n:15]1[CH2:16][c:17]1[cH:18][cH:19][c:20]([Cl:23])[cH:21][cH:22]1)([CH3:33])[CH3:34])=[O:35].[CH3:51][C:52]#[N:53].[CH3:54][CH2:55][O:56][C:57]([CH3:58])=[O:59].[Li+:37].[OH-:36].[OH2:60].[OH:38][C:39]([CH2:40][C:41]([C:42](=[O:43])[OH:44])([CH2:45][C:46](=[O:47])[OH:48])[OH:49])=[O:50]>>[O:3]=[C:4]([C:5]([CH2:6][c:7]1[c:8]([C:26]([CH2:27][C:28]([CH3:29])([CH3:30])[CH3:31])=[O:32])[c:9]2[n:10][c:11]([O:24][CH3:25])[cH:12][cH:13][c:14]2[n:15]1[CH2:16][c:17]1[cH:18][cH:19][c:20]([Cl:23])[cH:21][cH:22]1)([CH3:33])[CH3:34])[OH:35]. The reactants are Cc1nc2c(OCc3ccccc3)cc(C(=O)O)cc2[nH]1, CO, CCOC(C)=O, O=S(Cl)Cl. The product is COC(=O)c1cc(OCc2ccccc2)c2nc(C)[nH]c2c1. As a reaction SMILES: [CH3:1][c:2]1[n:3][c:4]2[c:5]([nH:6]1)[cH:7][c:8]([C:19](=[O:20])[OH:21])[cH:9][c:10]2[O:11][CH2:12][c:13]1[cH:14][cH:15][cH:16][cH:17][cH:18]1.[CH3:26][OH:27].[CH3:28][CH2:29][O:30][C:31](=[O:32])[CH3:33].[S:22]([Cl:23])([Cl:24])=[O:25]>>[CH3:1][c:2]1[n:3][c:4]2[c:5]([nH:6]1)[cH:7][c:8]([C:19](=[O:20])[O:21][CH3:26])[cH:9][c:10]2[O:11][CH2:12][c:13]1[cH:14][cH:15][cH:16][cH:17][cH:18]1. The reactants are CNC(=O)c1ccc(-c2cc(OC)c([N+](=O)[O-])cc2C(=O)OC)cc1, CO. Yields the product CNC(=O)c1ccc(-c2cc(OC)c(N)cc2C(=O)OC)cc1. RXN SMILES: [CH3:1][O:2][c:3]1[c:4]([N+:23]([O-:24])=[O:25])[cH:5][c:6]([C:19](=[O:20])[O:21][CH3:22])[c:7](-[c:9]2[cH:10][cH:11][c:12]([C:15]([NH:16][CH3:17])=[O:18])[cH:13][cH:14]2)[cH:8]1.[CH3:26][OH:27]>>[CH3:1][O:2][c:3]1[c:4]([NH2:23])[cH:5][c:6]([C:19](=[O:20])[O:21][CH3:22])[c:7](-[c:9]2[cH:10][cH:11][c:12]([C:15]([NH:16][CH3:17])=[O:18])[cH:13][cH:14]2)[cH:8]1.